This data is from the Open Reaction Database (ORD), a public repository of structured organic reaction records. The task is: describe an organic reaction: reactants, conditions, products, and yield Starting materials: O=C(n1ccnc1)n1ccnc1, CC(C)(CC(=O)O)NC(=O)OCc1ccccc1, C1CCNCC1, CN(C)C=O. Product: CC(C)(CC(=O)N1CCCCC1)NC(=O)OCc1ccccc1. As a reaction SMILES: [C:19]([n:20]1[cH:21][cH:22][n:23][cH:24]1)([n:25]1[cH:26][cH:27][n:28][cH:29]1)=[O:30].[CH2:1]([c:2]1[cH:3][cH:4][cH:5][cH:6][cH:7]1)[O:8][C:9](=[O:10])[NH:11][C:12]([CH2:13][C:14](=[O:15])[OH:16])([CH3:17])[CH3:18].[CH2:31]1[CH2:32][CH2:33][NH:34][CH2:35][CH2:36]1.[O:37]=[CH:38][N:39]([CH3:40])[CH3:41]>>[CH2:1]([c:2]1[cH:3][cH:4][cH:5][cH:6][cH:7]1)[O:8][C:9](=[O:10])[NH:11][C:12]([CH2:13][C:14](=[O:16])[N:34]1[CH2:33][CH2:32][CH2:31][CH2:36][CH2:35]1)([CH3:17])[CH3:18]. Starting materials: C(#C)C1=CC=C(C=C1)C (4-ethynyl-toluene), IC1=C(C=CC=C1)O (2-iodophenol). Yields the product C1(=CC=C(C=C1)C1=CC2=C(O1)C=CC=C2)C (2-p-Tolyl-benzo[b]furan). As a reaction SMILES: [C:1]([C:3]1[CH:8]=[CH:7][C:6]([CH3:9])=[CH:5][CH:4]=1)#[CH:2].I[C:11]1[CH:16]=[CH:15][CH:14]=[CH:13][C:12]=1[OH:17]>>[C:6]1([CH3:9])[CH:7]=[CH:8][C:3]([C:1]2[O:17][C:12]3[CH:13]=[CH:14][CH:15]=[CH:16][C:11]=3[CH:2]=2)=[CH:4][CH:5]=1. Reported procedure: The general procedure was used to convert 4-ethynyl-toluene and 2-iodophenol to the title product. Purification by flash chromatography (10% CH2Cl2 in hexanes as the eluent) gave the analytically pure product as a white solid (268 mg, 64% yield). 1H NMR (300 MHz, CDCl3) δ 7.74 (d, J=8.29, 2H), 7.56-7.48 (m, 2H), 7.28-7.17 (m, 4H), 6.93 (s, 1H), 2.37 (s, 3H). 13C NMR (75 MHz, CDCl3) δ 156.16, 154.75, 138.56, 132.85, 129.47, 127.73, 124.86, 123.97, 122.84, 120.72, 111.07, 100.54, 21.36 Anal. Calcd...